From a dataset of the Open Reaction Database (ORD), a public repository of structured organic reaction records. describe an organic reaction: reactants, conditions, products, and yield Reactants: C1(CCCC1)NC1=CC=CC=2N1N=C(N2)N (N*5*-cyclopentyl-[1,2,4]triazolo[1,5-a]pyridine-2,5-diamine), BrC1=CC=C(OCCN2CCCC2)C=C1 (1-(2-(4-bromophenoxyl)ethyl)pyrrolidine), CC1(C2=C(C(=CC=C2)P(C3=CC=CC=C3)C4=CC=CC=C4)OC5=C(C=CC=C51)P(C6=CC=CC=C6)C7=CC=CC=C7)C (xantphos), CC(C)([O-])C.[Na+] (sodium tert-butoxide). Reagents/catalysts: C=1C=CC(=CC1)/C=C/C(=O)/C=C/C2=CC=CC=C2.C=1C=CC(=CC1)/C=C/C(=O)/C=C/C2=CC=CC=C2.[Pd] (bis(dibenzylideneacetone)palladium), CC(=O)N(C)C (dimethylacetamide). Run in O1CCOCC1 (1,4-Dioxane). Conditions: temperature 150 celsius. The product is C1(CCCC1)NC1=CC=CC=2N1N=C(N2)NC2=CC=C(C=C2)OCCN2CCCC2 (N*5*-Cyclopentyl—N*2*-[4-(2-pyrrolidin-1-yl-ethoxy)-phenyl]-[1,2,4]triazolo[1,5-a]pyridine-2,5-diamine). As a reaction SMILES: [CH:1]1([NH:6][C:7]2[N:12]3[N:13]=[C:14]([NH2:16])[N:15]=[C:11]3[CH:10]=[CH:9][CH:8]=2)[CH2:5][CH2:4][CH2:3][CH2:2]1.Br[C:18]1[CH:31]=[CH:30][C:21]([O:22][CH2:23][CH2:24][N:25]2[CH2:29][CH2:28][CH2:27][CH2:26]2)=[CH:20][CH:19]=1.CC1(C)C2C(=C(P(C3C=CC=CC=3)C3C=CC=CC=3)C=CC=2)OC2C(P(C3C=CC=CC=3)C3C=CC=CC=3)=CC=CC1=2.CC(C)([O-])C.[Na+]>CC(N(C)C)=O.C1C=CC(/C=C/C(/C=C/C2C=CC=CC=2)=O)=CC=1.C1C=CC(/C=C/C(/C=C/C2C=CC=CC=2)=O)=CC=1.[Pd].O1CCOCC1>[CH:1]1([NH:6][C:7]2[N:12]3[N:13]=[C:14]([NH:16][C:18]4[CH:19]=[CH:20][C:21]([O:22][CH2:23][CH2:24][N:25]5[CH2:26][CH2:27][CH2:28][CH2:29]5)=[CH:30][CH:31]=4)[N:15]=[C:11]3[CH:10]=[CH:9][CH:8]=2)[CH2:2][CH2:3][CH2:4][CH2:5]1 |f:3.4,6.7.8|. Procedure: In a microwave vial, N*5*-cyclopentyl-[1,2,4]triazolo[1,5-a]pyridine-2,5-diamine (0.07 g, 0.322 mmol), 1-(2-(4-bromophenoxyl)ethyl)pyrrolidine (0.13 g, 0.483 mmol), bis(dibenzylideneacetone)palladium (0.01 g, 0.016 mmol), xantphos (0.019 g, 0.032 mmol) and sodium tert-butoxide (0.063 g, 0.644 mmol) were added successively. 1,4-Dioxane (1.2 mL) and dimethylacetamide (4 drops) were added and the vial was sealed and heated under microwave irradiation (150° C., 10 min). The mixture was filtered and ...